From a dataset of the Open Reaction Database (ORD), a public repository of structured organic reaction records. describe an organic reaction: reactants, conditions, products, and yield The reactants are CC(=O)O[BH-](OC(C)=O)OC(C)=O, COCCN, CC(Cl)Cl, COc1cc(-c2nn(-c3ccc(C=O)cc3)c3ncnc(N)c23)ccc1NC(=O)c1ccc(C(F)(F)F)cc1F, [Na+], [Na+], [OH-]. Yields the product COCCNCc1ccc(-n2nc(-c3ccc(NC(=O)c4ccc(C(F)(F)F)cc4F)c(OC)c3)c3c(N)ncnc32)cc1. As a reaction SMILES: [C:46]([O:47][BH-:48]([O:49][C:50](=[O:51])[CH3:52])[O:53][C:54](=[O:55])[CH3:56])(=[O:57])[CH3:58].[CH3:41][O:42][CH2:43][CH2:44][NH2:45].[Cl:62][CH:63]([Cl:64])[CH3:65].[NH2:1][c:2]1[c:3]2[c:4]([n:5][cH:6][n:7]1)[n:8](-[c:33]1[cH:34][cH:35][c:36]([CH:39]=[O:40])[cH:37][cH:38]1)[n:9][c:10]2-[c:11]1[cH:12][c:13]([O:31][CH3:32])[c:14]([NH:17][C:18]([c:19]2[c:20]([F:29])[cH:21][c:22]([C:25]([F:26])([F:27])[F:28])[cH:23][cH:24]2)=[O:30])[cH:15][cH:16]1.[Na+:59].[Na+:61].[OH-:60]>>[NH2:1][c:2]1[c:3]2[c:4]([n:5][cH:6][n:7]1)[n:8](-[c:33]1[cH:34][cH:35][c:36]([CH2:46][NH:45][CH2:44][CH2:43][O:42][CH3:41])[cH:37][cH:38]1)[n:9][c:10]2-[c:11]1[cH:12][c:13]([O:31][CH3:32])[c:14]([NH:17][C:18]([c:19]2[c:20]([F:29])[cH:21][c:22]([C:25]([F:26])([F:27])[F:28])[cH:23][cH:24]2)=[O:30])[cH:15][cH:16]1. Starting materials: [BH4-].[Na+] (sodium borohydride), C(C)(=O)NC(C(=O)OCC)CC1=NC=CN=C1 (ethyl (2RS)-2-acetylamino-3-(2-pyrazinyl)propanoate). Run in C(C)O (ethanol), O (water). Reaction conditions: temperature 20 celsius, time 18 hour. Product: OCC(CC1=NC=CN=C1)NC(C)=O (N-[(1RS)-1-hydroxymethyl-2-(2-pyrazinyl)-ethyl]acetamide). Yield: 157.3%. Reaction SMILES: [BH4-].[Na+].[C:3]([NH:6][CH:7]([CH2:13][C:14]1[CH:19]=[N:18][CH:17]=[CH:16][N:15]=1)[C:8](OCC)=[O:9])(=[O:5])[CH3:4]>C(O)C.O>[OH:9][CH2:8][CH:7]([NH:6][C:3](=[O:5])[CH3:4])[CH2:13][C:14]1[CH:19]=[N:18][CH:17]=[CH:16][N:15]=1 |f:0.1|. Procedure details: 2.8 g of sodium borohydride are added to a solution of 8.5 g of ethyl (2RS)-2-acetylamino-3-(2-pyrazinyl)propanoate in 100 cm3 of ethanol and the mixture is then stirred at a temperature in the region of 20° C. After 18 hours, the reaction medium is taken up in 50 cm3 of water and 100 cm3 of dichloromethane and the aqueous phase is concentrated under reduced pressure (1 kPa) at a temperature in the region of 40° C. 11 g of N-[(1RS)-1-hydroxymethyl-2-(2-pyrazinyl)-ethyl]acetamide are obtained in ... Reactants: C(C)(C)(C)OC(=O)NNCC(=O)OC (methyl N-tert.-butoxycarbonylaminoglycinate), C([O-])(O)=O.[Na+] (sodium bicarbonate), C(C)(C)NC(C)C (diisopropylamine), solution, C(CCC)[Li] (n-butyllithium), CP(OCC(C)C)(=O)C (isobutyl P,P-dimethyl-phosphinate). Run in O1CCCC1 (tetrahydrofuran), C(C)(=O)O (acetic acid), O1CCCC1 (tetrahydrofuran), CCCCCC (hexane), O1CCCC1 (tetrahydrofuran). Conditions: time 10 minute. Yields the product C(C)(C)(C)OC(=O)NCC(CP(OCC(C)C)(=O)C)=O (isobutyl P-(3-t-butoxycarbonylamino-2-oxo-propyl)-P-(methyl)-phosphinate). Reaction SMILES: C(N[CH:5]([CH3:7])C)(C)C.C([Li])CCC.[CH3:13][P:14]([CH3:21])(=[O:20])[O:15][CH2:16][CH:17]([CH3:19])[CH3:18].[C:22]([O:26][C:27]([NH:29]NCC(OC)=O)=[O:28])([CH3:25])([CH3:24])[CH3:23].C(=O)(O)[O-:37].[Na+]>O1CCCC1.CCCCCC.C(O)(=O)C>[C:22]([O:26][C:27]([NH:29][CH2:7][C:5](=[O:37])[CH2:13][P:14]([CH3:21])(=[O:20])[O:15][CH2:16][CH:17]([CH3:19])[CH3:18])=[O:28])([CH3:23])([CH3:24])[CH3:25] |f:4.5|. Procedure details: To a solution of 6.1 g of diisopropylamine in 25 ml of dry tetrahydrofuran at 0° under an atmosphere of nitrogen are added 37.5 ml of a 1.6M solution of n-butyllithium in hexane. This solution is stirred for a period of 10 minutes and then cooled to -78°. To this is added, via a syringe, a solution of 9.0 g of isobutyl P,P-dimethyl-phosphinate in 50 ml of dry tetrahydrofuran and the mixture is stirred at -78° for a period of 1 hour. To this is then added a solution of 1.9 g of methyl N-tert.-but... The solvent is O1CCCC1 (tetrahydrofuran). Run at time 1 hour. Reported procedure: To a solution of 7β-amino-3-[3-amino-2-(2-hydroxyethyl)-1-pyrazolio]methyl-3-cephem-4-carboxylate trihydrochloride (2 g) and N-(trimethylsilyl)acetamide (5.85 g) in tetrahydrofuran (40 ml) was added (Z)-2-(5-amino-1,2,4-thiadiazol-3-yl)-2-allyloxyiminoactyl chloride hydrochloride (1.26 g) under ice-cooling. After being stirred for 1 hour at the same temperature, the reaction mixture was poured into diisopropyl ether (200 ml). The resulting precipitate was collected by filtration, dissolved in wa... Yield: 43.7%. Reactants: C(C)(C)OC(C)C (diisopropyl ether), Cl.Cl.Cl.N[C@H]1[C@@H]2N(C(=C(CS2)C[N+]=2N(C(=CC2)N)CCO)C(=O)[O-])C1=O (7β-amino-3-[3-amino-2-(2-hydroxyethyl)-1-pyrazolio]methyl-3-cephem-4-carboxylate trihydrochloride), C[Si](NC(C)=O)(C)C (N-(trimethylsilyl)acetamide), Cl.NC1=NC(=NS1)/C(/C(=O)Cl)=N/OCC=C ((Z)-2-(5-amino-1,2,4-thiadiazol-3-yl)-2-allyloxyiminoactyl chloride hydrochloride). As a reaction SMILES: Cl.Cl.Cl.[NH2:4][C@@H:5]1[C:25](=[O:26])[N:7]2[C:8]([C:22]([O-:24])=[O:23])=[C:9]([CH2:12][N+:13]3[N:14]([CH2:19][CH2:20][OH:21])[C:15]([NH2:18])=[CH:16][CH:17]=3)[CH2:10][S:11][C@H:6]12.C[Si](C)(C)NC(=O)C.Cl.[NH2:36][C:37]1[S:41][N:40]=[C:39](/[C:42](=[N:46]/[O:47][CH2:48][CH:49]=[CH2:50])/[C:43](Cl)=[O:44])[N:38]=1.C(OC(C)C)(C)C>O1CCCC1>[NH2:36][C:37]1[S:41][N:40]=[C:39]([C:42](=[N:46][O:47][CH2:48][CH:49]=[CH2:50])[C:43]([NH:4][C@@H:5]2[C:25](=[O:26])[N:7]3[C:8]([C:22]([O-:24])=[O:23])=[C:9]([CH2:12][N+:13]4[N:14]([CH2:19][CH2:20][OH:21])[C:15]([NH2:18])=[CH:16][CH:17]=4)[CH2:10][S:11][C@H:6]23)=[O:44])[N:38]=1 |f:0.1.2.3,5.6|. The product is NC1=NC(=NS1)C(C(=O)N[C@H]1[C@@H]2N(C(=C(CS2)C[N+]=2N(C(=CC2)N)CCO)C(=O)[O-])C1=O)=NOCC=C (7β-[2-(5-amino-1,2,4-thiadiazol-3-yl)-2-allyloxyiminoacetamido]-3-[3-amino-2-(2-hydroxyethyl)-1-pyrazolio]methyl-3-cephem-4-carboxylate). Reactants: C=C1C(OCO1)=O (5-methylenedioxolan-4-one), C1=CC=CC1 (cyclopentadiene), OC1(C2=CCC(C1)C2)C(=O)O (2-hydroxynorbornene-2-carboxylic acid). Yields the product OC1(C2CCC(C1)C2)C(=O)O (2-hydroxynorbornane-2-carboxylic acid). Reaction SMILES: C=C1OCOC1=O.C1CC=CC=1.[OH:13][C:14]1([C:21]([OH:23])=[O:22])[CH2:19][CH:18]2[CH2:20][C:15]1=[CH:16][CH2:17]2>>[OH:13][C:14]1([C:21]([OH:23])=[O:22])[CH2:19][CH:18]2[CH2:20][CH:15]1[CH2:16][CH2:17]2. Procedure details: An optically active 5-methylenedioxolan-4-one derivative is subjected to Diels-Alder reaction with cyclopentadiene, and the resulting Diels-Alder reaction product is hydrolyzed to convert it into an optically active 2-hydroxynorbornene-2-carboxylic acid, which is then subjected to catalytic hydrogenation to form an optically active 2-hydroxynorbornane-2-carboxylic acid. The hydroxycarboxylic acid is subjected to oxidative decarboxylation to obtain an optically active 2-norbornanone. Starting materials: FC1=CC=C2C(=C(C(=NC2=C1)C1=NC=CC=C1)C)O (7-fluoro-3-methyl-2-(pyridin-2-yl)quinolin-4-ol), [H-].[Na+] (sodium hydride), BrC1=CC(=C(C#N)C=C1)F (4-bromo-2-fluorobenzonitrile). The solvent is CCOC(=O)C (EtOAc), [Li+].[Cl-] (LiCl), CN(C)C=O (DMF). Run at time 20 minute. Product: BrC1=CC(=C(C#N)C=C1)OC1=C(C(=NC2=CC(=CC=C12)F)C1=NC=CC=C1)C (4-bromo-2-((7-fluoro-3-methyl-2-(2-pyridinyl)-4-quinolinyl)oxy)benzonitrile). RXN SMILES: [F:1][C:2]1[CH:11]=[C:10]2[C:5]([C:6]([OH:19])=[C:7]([CH3:18])[C:8]([C:12]3[CH:17]=[CH:16][CH:15]=[CH:14][N:13]=3)=[N:9]2)=[CH:4][CH:3]=1.[H-].[Na+].[Br:22][C:23]1[CH:30]=[CH:29][C:26]([C:27]#[N:28])=[C:25](F)[CH:24]=1>CN(C=O)C.CCOC(C)=O.[Li+].[Cl-]>[Br:22][C:23]1[CH:30]=[CH:29][C:26]([C:27]#[N:28])=[C:25]([O:19][C:6]2[C:5]3[C:10](=[CH:11][C:2]([F:1])=[CH:3][CH:4]=3)[N:9]=[C:8]([C:12]3[CH:17]=[CH:16][CH:15]=[CH:14][N:13]=3)[C:7]=2[CH3:18])[CH:24]=1 |f:1.2,6.7|. Procedure: To a stirred solution of 7-fluoro-3-methyl-2-(pyridin-2-yl)quinolin-4-ol (130 mg, 0.51 mmol) in DMF (2.5 mL) was added sodium hydride (18.4 mg, 0.77 mmol). The reaction was stirred at rt for 20 min and then treated with 4-bromo-2-fluorobenzonitrile (102 mg, 0.51 mmol). The reaction was stirred at rt for 20 min and then at 110° C. for 12 h. After this time the reaction was cooled to rt and diluted with EtOAc (100 mL) and LiCl (1M aq. solution, 40 mL). The separated organic layer was dried over ma... Starting materials: C(C)(C)(C)[SiH2]OC(C1=CN=CN1C1C(C(C2=CC=CC=C12)=O)(C)C)(C)C (3-[5-(tert-butyl-dimethyl-silanyloxymethyl)-imidazol-1-yl]-2,2-dimethyl-indan-1-one), Cl (HCl), O1CCOCC1 (1,4-dioxane). Run at time 2 hour. Yields the product OCC1=CN=CN1C1C(C(C2=CC=CC=C12)=O)(C)C (3-(5-Hydroxymethyl-imidazol-1-yl)-2,2-dimethyl-indan-1-one). RXN SMILES: C([SiH2][O:6][C:7](C)(C)[C:8]1[N:12]([CH:13]2[C:21]3[C:16](=[CH:17][CH:18]=[CH:19][CH:20]=3)[C:15](=[O:22])[C:14]2([CH3:24])[CH3:23])[CH:11]=[N:10][CH:9]=1)(C)(C)C.Cl.O1CCOCC1>>[OH:6][CH2:7][C:8]1[N:12]([CH:13]2[C:21]3[C:16](=[CH:17][CH:18]=[CH:19][CH:20]=3)[C:15](=[O:22])[C:14]2([CH3:24])[CH3:23])[CH:11]=[N:10][CH:9]=1. Procedure details: To 3-[5-(tert-butyl-dimethyl-silanyloxymethyl)-imidazol-1-yl]-2,2-dimethyl-indan-1-one (370 mg, 1 mmol) is added 4N HCl in 1,4-dioxane (20 mL, 0.80 mmol). The reaction is permitted to stir for 2 hours, at which time it is quenched with saturated aqueous NaHCO3 and diluted with ethyl acetate. The layers are separated and the aqueous layer is extracted twice with ethyl acetate. The combined organic layers are dried with Na2SO4, filtered, and concentrated. The resulting residue is purified by silic...